Dataset: the Open Reaction Database (ORD), a public repository of structured organic reaction records. Task: describe an organic reaction: reactants, conditions, products, and yield Reactants: C(C)(C)(C)OC(=O)N(C)CC=1C=CC(=NC1)NC=1SC(=CN1)SC1=C(C(=NC=C1)C(=O)O)F (4-(2-(5-((tert-butoxycarbonyl(methyl)amino)methyl)pyridin-2-ylamino)thiazol-5-ylthio)-3-fluoropicolinic acid), NCC(CCC)(O)C1=CC=CC=C1 (1-amino-2-phenylpentan-2-ol), C=1C=CC2=C(C1)N=NN2O (HOBT), CCN=C=NCCCN(C)C (EDAC), C(C)(C)N(CC)C(C)C (diisopropylethylamine). Solvent: CN1CCCC1=O (NMP). Conditions: temperature 23 celsius, time 8 hour. The product is FC=1C(=NC=CC1SC1=CN=C(S1)NC1=CC=C(C=N1)CN(C(OC(C)(C)C)=O)C)C(NCC(CCC)(C1=CC=CC=C1)O)=O (tert-butyl (6-(5-(3-fluoro-2-(2-hydroxy-2-phenylpentylcarbamoyl)pyridin-4-ylthio)thiazol-2-ylamino)pyridin-3-yl)methyl(methyl)carbamate). The yield is 60.9%. As a reaction SMILES: [C:1]([O:5][C:6]([N:8]([CH2:10][C:11]1[CH:12]=[CH:13][C:14]([NH:17][C:18]2[S:19][C:20]([S:23][C:24]3[CH:29]=[CH:28][N:27]=[C:26]([C:30]([OH:32])=O)[C:25]=3[F:33])=[CH:21][N:22]=2)=[N:15][CH:16]=1)[CH3:9])=[O:7])([CH3:4])([CH3:3])[CH3:2].[NH2:34][CH2:35][C:36]([C:41]1[CH:46]=[CH:45][CH:44]=[CH:43][CH:42]=1)([OH:40])[CH2:37][CH2:38][CH3:39].C1C=CC2N(O)N=NC=2C=1.CCN=C=NCCCN(C)C.C(N(C(C)C)CC)(C)C>CN1C(=O)CCC1>[F:33][C:25]1[C:26]([C:30](=[O:32])[NH:34][CH2:35][C:36]([OH:40])([C:41]2[CH:42]=[CH:43][CH:44]=[CH:45][CH:46]=2)[CH2:37][CH2:38][CH3:39])=[N:27][CH:28]=[CH:29][C:24]=1[S:23][C:20]1[S:19][C:18]([NH:17][C:14]2[N:15]=[CH:16][C:11]([CH2:10][N:8]([CH3:9])[C:6](=[O:7])[O:5][C:1]([CH3:3])([CH3:2])[CH3:4])=[CH:12][CH:13]=2)=[N:22][CH:21]=1. Procedure details: To a solution of 4-(2-(5-((tert-butoxycarbonyl(methyl)amino)methyl)pyridin-2-ylamino)thiazol-5-ylthio)-3-fluoropicolinic acid (120 mg, 0.244 mmol) and 1-amino-2-phenylpentan-2-ol (1.3 eq, 0.317 mmol, 57 mg) in NMP (4 mL) was added HOBT (1.3 eq, 0.317 mmol, 43 mg), EDAC (2 eq, 0.488 mmol, 94 mg) and diisopropylethylamine (5 eq, 1.22 mmol, 157 mg, 213 uL). The reaction was stirred at 23° C. overnight. The product was precipitated by addition of water to the reaction mixture. The solid was isolated... The reactants are CC(=O)O[BH-](OC(C)=O)OC(C)=O, O=C([O-])[O-], CC(=O)O, ClCCl, ClCCCl, [Na+], [Na+], [Na+], O=c1[nH]c2ccccc2n1C1CCNCC1, CC(c1cnccn1)N1CCC(=O)CC1. Yields the product CC(c1cnccn1)N1CCC(N2CCC(n3c(=O)[nH]c4ccccc43)CC2)CC1. As a reaction SMILES: [C:32]([O:33][BH-:34]([O:35][C:36](=[O:37])[CH3:38])[O:39][C:40](=[O:41])[CH3:42])(=[O:43])[CH3:44].[C:46](=[O:47])([O-:48])[O-:49].[CH3:55][C:56](=[O:57])[OH:58].[Cl:52][CH2:53][Cl:54].[Cl:59][CH2:60][CH2:61][Cl:62].[Na+:45].[Na+:50].[Na+:51].[O:16]=[c:17]1[nH:18][c:19]2[c:20]([n:21]1[CH:22]1[CH2:23][CH2:24][NH:25][CH2:26][CH2:27]1)[cH:28][cH:29][cH:30][cH:31]2.[n:1]1[c:2]([CH:7]([CH3:8])[N:9]2[CH2:10][CH2:11][C:12](=[O:15])[CH2:13][CH2:14]2)[cH:3][n:4][cH:5][cH:6]1>>[n:1]1[c:2]([CH:7]([CH3:8])[N:9]2[CH2:10][CH2:11][CH:12]([N:25]3[CH2:24][CH2:23][CH:22]([n:21]4[c:17](=[O:16])[nH:18][c:19]5[c:20]4[cH:28][cH:29][cH:30][cH:31]5)[CH2:27][CH2:26]3)[CH2:13][CH2:14]2)[cH:3][n:4][cH:5][cH:6]1. Reactants: [Al+3], CN1CCC(O)(C(C(=O)N2CCN(CCCCc3cccc4ccccc34)CC2)c2ccc(F)cc2)CC1, [H-], [H-], [H-], [H-], [Li+], N, C1CCOC1. The product is CN1CCC(O)(C(CN2CCN(CCCCc3cccc4ccccc34)CC2)c2ccc(F)cc2)CC1. Reaction SMILES: [Al+3:40].[F:1][c:2]1[cH:3][cH:4][c:5]([CH:8]([C:9](=[O:10])[N:11]2[CH2:12][CH2:13][N:14]([CH2:17][CH2:18][CH2:19][CH2:20][c:21]3[cH:22][cH:23][cH:24][c:25]4[cH:26][cH:27][cH:28][cH:29][c:30]34)[CH2:15][CH2:16]2)[C:31]2([OH:38])[CH2:32][CH2:33][N:34]([CH3:37])[CH2:35][CH2:36]2)[cH:6][cH:7]1.[H-:39].[H-:42].[H-:43].[H-:44].[Li+:41].[NH3:50].[O:45]1[CH2:46][CH2:47][CH2:48][CH2:49]1>>[F:1][c:2]1[cH:3][cH:4][c:5]([CH:8]([CH2:9][N:11]2[CH2:12][CH2:13][N:14]([CH2:17][CH2:18][CH2:19][CH2:20][c:21]3[cH:22][cH:23][cH:24][c:25]4[cH:26][cH:27][cH:28][cH:29][c:30]34)[CH2:15][CH2:16]2)[C:31]2([OH:38])[CH2:32][CH2:33][N:34]([CH3:37])[CH2:35][CH2:36]2)[cH:6][cH:7]1. Starting materials: CCN1CCCCC1, CN(C)C=O, Cc1ccc(-c2ccc3c(c2)C=C(C(=O)Nc2ccc(CCl)cc2)CCO3)cc1. Yields the product CC[N+]1(Cc2ccc(NC(=O)C3=Cc4cc(-c5ccc(C)cc5)ccc4OCC3)cc2)CCCCC1, [Cl-]. As a reaction SMILES: [CH3:30][CH2:31][N:32]1[CH2:33][CH2:34][CH2:35][CH2:36][CH2:37]1.[CH3:38][N:39]([CH3:40])[CH:41]=[O:42].[Cl:1][CH2:2][c:3]1[cH:4][cH:5][c:6]([NH:9][C:10](=[O:11])[C:12]2=[CH:18][c:17]3[c:16]([cH:22][cH:21][c:20](-[c:23]4[cH:24][cH:25][c:26]([CH3:29])[cH:27][cH:28]4)[cH:19]3)[O:15][CH2:14][CH2:13]2)[cH:7][cH:8]1>>[CH2:2]([c:3]1[cH:4][cH:5][c:6]([NH:9][C:10](=[O:11])[C:12]2=[CH:18][c:17]3[c:16]([cH:22][cH:21][c:20](-[c:23]4[cH:24][cH:25][c:26]([CH3:29])[cH:27][cH:28]4)[cH:19]3)[O:15][CH2:14][CH2:13]2)[cH:7][cH:8]1)[N+:32]1([CH2:31][CH3:30])[CH2:33][CH2:34][CH2:35][CH2:36][CH2:37]1.[Cl-:1]. Reactants: NC=1N(C2=CC=CC=C2C1C(=O)OC)C (methyl 2-amino-1-methyl-1H-indole-3-carboxylate), CC=1C=CC(=CC1)S(=O)(=O)O (pTsOH), C1(=CC=CC=C1)C (toluene), [O-]CC.[Na+] (sodium ethoxide). Run at temperature 0 celsius, time 4 hour. Yields the product OC1=C(C(=NC=2N(C3=CC=CC=C3C21)C)C)C(=O)OCC (ethyl 4-hydroxy-2,9-dimethyl-9H-pyrido[2,3-b]indole-3-carboxylate). Isolated yield 37.1%. Reaction SMILES: [NH2:1][C:2]1[N:3]([CH3:15])[C:4]2[C:9]([C:10]=1[C:11]([O:13]C)=O)=[CH:8][CH:7]=[CH:6][CH:5]=2.CC1C=CC(S(O)(=O)=[O:24])=CC=1.[O-:27][CH2:28][CH3:29].[Na+].[C:31]1([CH3:37])[CH:36]=[CH:35]C=CC=1>>[OH:13][C:11]1[C:10]2[C:9]3[C:4](=[CH:5][CH:6]=[CH:7][CH:8]=3)[N:3]([CH3:15])[C:2]=2[N:1]=[C:31]([CH3:37])[C:36]=1[C:35]([O:27][CH2:28][CH3:29])=[O:24] |f:2.3|. Procedure details: A solution methyl 2-amino-1-methyl-1H-indole-3-carboxylate (426 mg, 2.1 mmol) in toluene (9039 μl) was treated with pTsOH (39.7 mg, 0.209 mmol) and heated to reflux with a Dean-Stark trap. After 4 h, the reaction mixture was cooled to 0° C. and treated with sodium ethoxide (1012 μl, 2.71 mmol) and subsequently heated to reflux (135° C. bath temp). After 18 h, the reaction mixture was cooled to ambient temperature and partitioned between EtOAc and 1M HCl. The organics were washed with brine, drie... Starting materials: C1(=CC=CC=C1)C(C(=O)OC)CCN1N=CC=C1 (methyl (RS)-2-phenyl-4-(1H-pyrazol-1-yl)butanoate), N12C[C@@H](C(CC1)CC2)O ((R)-3-quinuclidinol). Solvent: C1(=CC=CC=C1)C (toluene), C1(=CC=CC=C1)C (toluene). Yields the product C1(=CC=CC=C1)C(C(=O)O[C@H]1CN2CCC1CC2)CCN2N=CC=C2 ((R)-3-Quinuclidinyl (RS)-2-phenyl-4-(1H-pyrazol-1-yl)butanoate). Yield: 60.3%. RXN SMILES: [C:1]1([CH:7]([CH2:12][CH2:13][N:14]2[CH:18]=[CH:17][CH:16]=[N:15]2)[C:8]([O:10][CH3:11])=[O:9])[CH:6]=[CH:5][CH:4]=[CH:3][CH:2]=1.[N:19]12[CH2:26]C[CH:22]([CH2:23][CH2:24]1)[C@@H:21](O)[CH2:20]2>C1(C)C=CC=CC=1>[C:1]1([CH:7]([CH2:12][CH2:13][N:14]2[CH:18]=[CH:17][CH:16]=[N:15]2)[C:8]([O:10][C@@H:11]2[CH:22]3[CH2:23][CH2:24][N:19]([CH2:20][CH2:21]3)[CH2:26]2)=[O:9])[CH:6]=[CH:5][CH:4]=[CH:3][CH:2]=1. Procedure: A mixture of methyl (RS)-2-phenyl-4-(1H-pyrazol-1-yl)butanoate (see Preparation 17) (0.37 g), (R)-3-quinuclidinol (0.24 g) sodium hydride (15 mg, as an 80% dispersion in oil) in toluene (15 ml) as refluxed with continuous removal of distillate and, when necessary, replacement with fresh toluene, for 11/2 hours. The cooled mixture was successively washed with water then saturated brine and extracted with 2M hydrochloric acid. The aqueous layer was washed with ethyl acetate, basified with potassiu...